Task: describe an organic reaction: reactants, conditions, products, and yield. Dataset: the Open Reaction Database (ORD), a public repository of structured organic reaction records The reactants are Cn1c(=O)c2[nH]cnc2n(C)c1=O, CC(C)O, Cc1nc(CC2CO2)no1, c1ccncc1. The product is Cc1nc(CC(O)Cn2cnc3c2c(=O)n(C)c(=O)n3C)no1. RXN SMILES: [CH3:11][n:12]1[c:13]2[n:14][cH:15][nH:16][c:17]2[c:18](=[O:19])[n:20]([CH3:21])[c:22]1=[O:23].[CH:24]([OH:25])([CH3:26])[CH3:27].[O:1]1[CH:2]([CH2:3][c:4]2[n:5][o:6][c:7]([CH3:9])[n:8]2)[CH2:10]1.[cH:28]1[cH:29][cH:30][n:31][cH:32][cH:33]1>>[OH:1][CH:2]([CH2:3][c:4]1[n:5][o:6][c:7]([CH3:9])[n:8]1)[CH2:10][n:16]1[cH:15][n:14][c:13]2[n:12]([CH3:11])[c:22](=[O:23])[n:20]([CH3:21])[c:18](=[O:19])[c:17]21. Reactants: CCc1cc2c(=O)c(-c3ccc(OC)cc3)c(C(=O)OC)oc2cc1O, CC(C)=O, Cl, [Na+], [OH-]. Yields the product CCc1cc2c(=O)c(-c3ccc(OC)cc3)c(C(=O)O)oc2cc1O. Reaction SMILES: [CH2:1]([CH3:2])[c:3]1[cH:4][c:5]2[c:6](=[O:26])[c:7](-[c:18]3[cH:19][cH:20][c:21]([O:24][CH3:25])[cH:22][cH:23]3)[c:8]([C:14](=[O:15])[O:16][CH3:17])[o:9][c:10]2[cH:11][c:12]1[OH:13].[CH3:30][C:31](=[O:32])[CH3:33].[ClH:29].[Na+:28].[OH-:27]>>[CH2:1]([CH3:2])[c:3]1[cH:4][c:5]2[c:6](=[O:26])[c:7](-[c:18]3[cH:19][cH:20][c:21]([O:24][CH3:25])[cH:22][cH:23]3)[c:8]([C:14](=[O:15])[OH:16])[o:9][c:10]2[cH:11][c:12]1[OH:13]. Reactants: OCC=1C(=C(C(=NC1)C)OCC1=CC=C(C#N)C=C1)C (4-(5-Hydroxymethyl-2,4-dimethyl-pyridin-3-yloxymethyl)-benzonitrile). Procedure: A solution of 4-(5-hydroxymethyl-2,4-dimethyl-pyridin-3-yloxymethyl)-benzonitrile (22) (5.6 g, 21 mmol) and manganese (IV) dioxide (9.1 g, 0.105 mol) in toluene (250 mL) was stirred at 60° C. for about 18 hours. Excess manganese (IV) dioxide was filtered through a celite pad and washed with ethyl acetate. The filtrate was evaporated to give 4-(5-formyl-2,4-dimethyl-pyridin-3-yloxymethyl)-benzonitrile (23) (3.6 g, 65% yield) as a colorless solid. Yield: 64.4%. Product: C(=O)C=1C(=C(C(=NC1)C)OCC1=CC=C(C#N)C=C1)C (4-(5-Formyl-2,4-dimethyl-pyridin-3-yloxymethyl)-benzonitrile). As a reaction SMILES: [OH:1][CH2:2][C:3]1[C:4]([CH3:20])=[C:5]([O:10][CH2:11][C:12]2[CH:19]=[CH:18][C:15]([C:16]#[N:17])=[CH:14][CH:13]=2)[C:6]([CH3:9])=[N:7][CH:8]=1>C1(C)C=CC=CC=1.[O-2].[O-2].[Mn+4]>[CH:2]([C:3]1[C:4]([CH3:20])=[C:5]([O:10][CH2:11][C:12]2[CH:19]=[CH:18][C:15]([C:16]#[N:17])=[CH:14][CH:13]=2)[C:6]([CH3:9])=[N:7][CH:8]=1)=[O:1] |f:2.3.4|. Solvent: C1(=CC=CC=C1)C (toluene). The reagents and catalysts are [O-2].[O-2].[Mn+4] (manganese (IV) dioxide). Reactants: CS(=O)(=O)C1=NC=CC(=N1)C1=CN=C2N1C=CN=C2N2CCN(CC2)C (3-(2-methanesulfonyl-pyrimidin-4-yl)-8-(4-methyl-piperazin-1-yl)-imidazo[1,2-a]pyrazine), C(C)(C)(C)OC(NCC(C1=CC=CC=C1)N)=O ((2-amino-2-phenyl-ethyl)-carbamic acid tert-butyl ester). Conditions: temperature 140 celsius, time 2 hour. Yields the product C(C)(C)(C)OC(NCC(C1=CC=CC=C1)NC1=NC=CC(=N1)C1=CN=C2N1C=CN=C2N2CCN(CC2)C)=O ((2-{4-[8-(4-methyl-piperazin-1-yl)-imidazo[1,2-a]pyrazin-3-yl]-pyrimidin-2-ylamino}-2-phenyl-ethyl)-carbamic acid tert-butyl ester). Yield: 26.0%. As a reaction SMILES: CS([C:5]1[N:10]=[C:9]([C:11]2[N:15]3[CH:16]=[CH:17][N:18]=[C:19]([N:20]4[CH2:25][CH2:24][N:23]([CH3:26])[CH2:22][CH2:21]4)[C:14]3=[N:13][CH:12]=2)[CH:8]=[CH:7][N:6]=1)(=O)=O.[C:27]([O:31][C:32](=[O:43])[NH:33][CH2:34][CH:35]([NH2:42])[C:36]1[CH:41]=[CH:40][CH:39]=[CH:38][CH:37]=1)([CH3:30])([CH3:29])[CH3:28]>>[C:27]([O:31][C:32](=[O:43])[NH:33][CH2:34][CH:35]([NH:42][C:5]1[N:10]=[C:9]([C:11]2[N:15]3[CH:16]=[CH:17][N:18]=[C:19]([N:20]4[CH2:25][CH2:24][N:23]([CH3:26])[CH2:22][CH2:21]4)[C:14]3=[N:13][CH:12]=2)[CH:8]=[CH:7][N:6]=1)[C:36]1[CH:37]=[CH:38][CH:39]=[CH:40][CH:41]=1)([CH3:30])([CH3:28])[CH3:29]. Reported procedure: The mixture of 3-(2-methanesulfonyl-pyrimidin-4-yl)-8-(4-methyl-piperazin-1-yl)-imidazo[1,2-a]pyrazine (from Example 46 supra) (120 mg, 0.32 mmol) and (2-amino-2-phenyl-ethyl)-carbamic acid tert-butyl ester (from Example 51 supra) (305 mg, 1.29 mmol) was heated at 140° C. with stirring for 2 hours. The oil was purified by chromatography (silica gel, 10 g, 200-300 mesh, eluting with dichloromethane:methanol, 50:1 to 20:1) to afford crude (2-{4-[8-(4-methyl-piperazin-1-yl)-imidazo[1,2-a]pyrazin-3-... Reactants: COc1cnc(N2CCOCC2)c2sc(NC(=O)c3ccnc(Br)c3)nc12, O=C([O-])[O-], CN1CCCC1=O, Cl, [Cs+], [Cs+], OC1CNC1. Reaction SMILES: [Br:1][c:2]1[cH:3][c:4]([C:5](=[O:6])[NH:7][c:8]2[s:9][c:10]3[c:11]([N:19]4[CH2:20][CH2:21][O:22][CH2:23][CH2:24]4)[n:12][cH:13][c:14]([O:17][CH3:18])[c:15]3[n:16]2)[cH:25][cH:26][n:27]1.[C:34](=[O:35])([O-:36])[O-:37].[CH3:40][N:41]1[CH2:42][CH2:43][CH2:44][C:45]1=[O:46].[ClH:28].[Cs+:38].[Cs+:39].[NH:29]1[CH2:30][CH:31]([OH:33])[CH2:32]1>>[c:2]1([N:29]2[CH2:30][CH:31]([OH:33])[CH2:32]2)[cH:3][c:4]([C:5](=[O:6])[NH:7][c:8]2[s:9][c:10]3[c:11]([N:19]4[CH2:20][CH2:21][O:22][CH2:23][CH2:24]4)[n:12][cH:13][c:14]([O:17][CH3:18])[c:15]3[n:16]2)[cH:25][cH:26][n:27]1. Yields the product COc1cnc(N2CCOCC2)c2sc(NC(=O)c3ccnc(N4CC(O)C4)c3)nc12. Reaction SMILES: [Br:24][c:25]1[c:26]([CH2:27][Br:28])[cH:29][c:30]([F:33])[cH:31][cH:32]1.[CH2:34]1[O:35][CH2:36][CH2:37][CH2:38]1.[F:1][C:2]([c:3]1[cH:4][c:5]([CH:13]2[CH:14]([CH3:19])[NH:15][C:16](=[O:18])[O:17]2)[cH:6][c:7]([C:9]([F:10])([F:11])[F:12])[cH:8]1)([F:20])[F:21].[H-:23].[Na+:22]>>[F:1][C:2]([c:3]1[cH:4][c:5]([CH:13]2[CH:14]([CH3:19])[N:15]([CH2:27][c:26]3[c:25]([Br:24])[cH:32][cH:31][c:30]([F:33])[cH:29]3)[C:16](=[O:18])[O:17]2)[cH:6][c:7]([C:9]([F:10])([F:11])[F:12])[cH:8]1)([F:20])[F:21]. Reactants: Fc1ccc(Br)c(CBr)c1, C1CCOC1, CC1NC(=O)OC1c1cc(C(F)(F)F)cc(C(F)(F)F)c1, [H-], [Na+]. The product is CC1C(c2cc(C(F)(F)F)cc(C(F)(F)F)c2)OC(=O)N1Cc1cc(F)ccc1Br. Reactants: COC1=CC=CC(=C1)O (P-Methoxyphenol), [H-].[Na+] (sodium hydride), [H-].[Na+] (sodium hydride), C([O-])([O-])=O.[K+].[K+] (potassium carbonate), ClC1=NC=C(C=C1Cl)C(F)(F)F (2,3-dichloro-5-trifluoromethylpyridine), products. The solvent is CS(=O)C (dimethyl sulphoxide), CS(=O)C (dimethylsulphoxide), O (water). Reaction conditions: temperature 60 celsius, time 15 minute. The product is ClC=1C(=NC=C(C1)C(F)(F)F)OC1=CC=C(C=C1)OC (3-chloro-2-p-methoxyphenoxy-5-trifluoromethylpyridine). As a reaction SMILES: [CH3:1][O:2][C:3]1[CH:8]=[C:7](O)[CH:6]=[CH:5][CH:4]=1.[H-].[Na+].ClC1[C:18]([Cl:19])=[CH:17][C:16]([C:20]([F:23])([F:22])[F:21])=[CH:15][N:14]=1.[C:24](=O)([O-])[O-:25].[K+].[K+]>CS(C)=O.O>[Cl:19][C:18]1[C:1]([O:2][C:3]2[CH:8]=[CH:7][C:6]([O:25][CH3:24])=[CH:5][CH:4]=2)=[N:14][CH:15]=[C:16]([C:20]([F:23])([F:22])[F:21])[CH:17]=1 |f:1.2,4.5.6|. Procedure details: P-Methoxyphenol (1.5 g) was added to a suspension of sodium hydride (0.6 g 50% oil dispersion, washed with petroleum) in dry dimethyl sulphoxide (30 ml) and the mixture stirred for 15 minutes. A solution of the combined products (1.5 g) from several preparations carried out as described in paragraph (d), in dimethylsulphoxide (20 ml) was added to the reaction mixture and heated to 60° C. for four hours. A further amount of sodium hydride (0.3 g of 50% oil dispersion, washed with petroleum), and ...